From a dataset of the Open Reaction Database (ORD), a public repository of structured organic reaction records. describe an organic reaction: reactants, conditions, products, and yield Starting materials: COC(=O)NN, CO, COc1nn(CC(C)=O)c(=O)s1. The product is COC(=O)NN=C(C)Cn1nc(OC)sc1=O. As a reaction SMILES: [C:1]([NH:2][NH2:3])(=[O:4])[O:5][CH3:6].[CH3:19][OH:20].[CH3:7][O:8][c:9]1[n:10][n:11]([CH2:15][C:16]([CH3:17])=[O:18])[c:12](=[O:14])[s:13]1>>[C:1]([NH:2][N:3]=[C:16]([CH2:15][n:11]1[n:10][c:9]([O:8][CH3:7])[s:13][c:12]1=[O:14])[CH3:17])(=[O:4])[O:5][CH3:6].